From a dataset of the Open Reaction Database (ORD), a public repository of structured organic reaction records. describe an organic reaction: reactants, conditions, products, and yield Starting materials: C(=O)(OCC)C=1OC2=C(C1C)C(=C(C=C2Cl)CCC)O (2-carboethoxy-3-methyl-4-hydroxy-5-propyl-7-chlorobenzofuran), [OH-].[Na+] (sodium hydroxide). Solvent: CO (methanol). Product: CC1=C(OC2=C1C(=C(C=C2Cl)CCC)O)C(=O)O (3-methyl-4-hydroxy-5-propyl-7-chlorobenzofurancarboxylic acid). Isolated yield 85.5%. Reaction SMILES: [C:1]([C:6]1[O:7][C:8]2[C:15]([Cl:16])=[CH:14][C:13]([CH2:17][CH2:18][CH3:19])=[C:12]([OH:20])[C:9]=2[C:10]=1[CH3:11])([O:3]CC)=[O:2].[OH-].[Na+]>CO>[CH3:11][C:10]1[C:9]2[C:12]([OH:20])=[C:13]([CH2:17][CH2:18][CH3:19])[CH:14]=[C:15]([Cl:16])[C:8]=2[O:7][C:6]=1[C:1]([OH:3])=[O:2] |f:1.2|. Reported procedure: To a solution of 2-carboethoxy-3-methyl-4-hydroxy-5-propyl-7-chlorobenzofuran (22 gm, 0.074 mole) in methanol (1.2 liter) was added 2N sodium hydroxide (120 mL) and the resulting solution was refluxed for a period of 6 hours. The reaction mixture was concentrated in vacuo. The residue was acidified with 3N hydrochloric acid and then extracted with ethylacetate. The organic phase was dried (Na2SO4), concentrated in vacuo, and 3-methyl-4-hydroxy-5-propyl-7-chlorobenzofurancarboxylic acid (17 gm; 8... The reactants are C(C)(C)OC(=O)C1=NC=C(C=C1C(=O)O)Br (5-bromo-pyridine-2,3-dicarboxylic acid 2-isopropyl ester), CS(=O)(=O)Cl (methane sulfonyl chloride), N1=CC=CC=C1 (pyridine), CS(=O)(=O)Cl (methane sulfonyl chloride). Reaction conditions: temperature 25 celsius, time 1 hour. The product is C(C)(C)OC(=O)C1=NC=C(C=C1C#N)Br (5-bromo-3-cyano-pyridine-2-carboxylic acid isopropyl ester). Yield: 54.0%. Reaction SMILES: [CH:1]([O:4][C:5]([C:7]1[C:12]([C:13](O)=O)=[CH:11][C:10]([Br:16])=[CH:9][N:8]=1)=[O:6])([CH3:3])[CH3:2].CS(Cl)(=O)=O.[N:22]1C=CC=CC=1>>[CH:1]([O:4][C:5]([C:7]1[C:12]([C:13]#[N:22])=[CH:11][C:10]([Br:16])=[CH:9][N:8]=1)=[O:6])([CH3:3])[CH3:2]. Procedure details: To a solution of 5-bromo-pyridine-2,3-dicarboxylic acid 2-isopropyl ester (630 mg, 2.187 mmol) in pyridine (8 ml) at 0° C. was added methane sulfonyl chloride (0.34 ml, 4.37 mmol, 2 equiv.) and the reaction mixture was stirred for 1 hour at 25° C. Then NH3 gas was purged in to reaction mixture at 0° C. and stirred at 25° C. for 30 minutes. The excess NH3 was evaporated off in vacuo. The reaction mixture was cooled to 0° C., a fresh lot of methane sulfonyl chloride (1.35 ml, 17.49 mmol, 8 equiv.)... Starting materials: FC(C(=O)O)(F)F (Trifluoroacetic acid), O=C1NC=2C(N1C(=O)OC(C)(C)C)=CSC2C2=CC=C(C=C2)C=2SC=C1N(C(NC12)=O)C(=O)OC(C)(C)C (tert-butyl 4-[4-(2,3-dihydro-2-oxo-1-tert-butoxycarbonyl-1H-thieno[3,4-d]imidazol-4-yl)phenyl]-2,3-dihydro-2-oxo-1H-thieno[3,4-d]imidazole-1-carboxylate), C([O-])([O-])=O.[Na+].[Na+] (sodium carbonate). Run in C(C)(=O)OCC (Ethyl acetate). Run at time 3 hour. Yields the product O=C1NC=2C(N1)=CSC2C2=CC=C(C=C2)C=2SC=C1NC(NC12)=O (4-[4-(2,3-dihydro-2-oxo-1H-thieno[3,4-d]imidazol-4-yl)phenyl]-2,3-dihydro-1H-thieno[3,4-d]imidazol-2-one). As a reaction SMILES: FC(F)(F)C(O)=O.[O:8]=[C:9]1[N:13](C(OC(C)(C)C)=O)[C:12]2=[CH:21][S:22][C:23]([C:24]3[CH:29]=[CH:28][C:27]([C:30]4[S:31][CH:32]=[C:33]5[C:37]=4[NH:36][C:35](=[O:38])[N:34]5C(OC(C)(C)C)=O)=[CH:26][CH:25]=3)=[C:11]2[NH:10]1.C(=O)([O-])[O-].[Na+].[Na+]>C(OCC)(=O)C>[O:8]=[C:9]1[NH:13][C:12]2=[CH:21][S:22][C:23]([C:24]3[CH:29]=[CH:28][C:27]([C:30]4[S:31][CH:32]=[C:33]5[C:37]=4[NH:36][C:35](=[O:38])[NH:34]5)=[CH:26][CH:25]=3)=[C:11]2[NH:10]1 |f:2.3.4|. Procedure: Trifluoroacetic acid in an amount of 40 equivalents relative to the obtained tert-butyl 4-[4-(2,3-dihydro-2-oxo-1-tert-butoxycarbonyl-1H-thieno[3,4-d]imidazol-4-yl)phenyl]-2,3-dihydro-2-oxo-1H-thieno[3,4-d]imidazole-1-carboxylate was added and a reaction was carried out at 25° C. for 3 hours. The resulting reaction liquid was dropped slowly to a saturated aqueous sodium carbonate solution to neutralize, thereby stopping the reaction. Ethyl acetate was added to the reaction liquid and stirred, an...